Dataset: the Open Reaction Database (ORD), a public repository of structured organic reaction records. Task: describe an organic reaction: reactants, conditions, products, and yield The reactants are O=C([O-])[O-], COC(=O)c1ccsc1CCl, CCC(C)=O, [I-], [K+], [K+], [K+], OCCCCc1ccc(O)cc1. The product is COC(=O)c1ccsc1COc1ccc(CCCCO)cc1. Reaction SMILES: [C:13](=[O:14])([O-:15])[O-:16].[CH3:21][O:22][C:23](=[O:24])[c:25]1[c:26]([CH2:30][Cl:31])[s:27][cH:28][cH:29]1.[CH3:32][C:33](=[O:34])[CH2:35][CH3:36].[I-:20].[K+:17].[K+:18].[K+:19].[OH:1][c:2]1[cH:3][cH:4][c:5]([CH2:8][CH2:9][CH2:10][CH2:11][OH:12])[cH:6][cH:7]1>>[O:1]([c:2]1[cH:3][cH:4][c:5]([CH2:8][CH2:9][CH2:10][CH2:11][OH:12])[cH:6][cH:7]1)[CH2:30][c:26]1[c:25]([C:23]([O:22][CH3:21])=[O:24])[cH:29][cH:28][s:27]1. Reaction SMILES: Br[C:2]1[CH:7]=[CH:6][C:5]([Cl:8])=[CH:4][CH:3]=1.C([Li])CCC.[Br:14][C:15]1[CH:22]=[CH:21][CH:20]=[CH:19][C:16]=1[CH:17]=[O:18]>O1CCCC1.CCCCCC>[Br:14][C:15]1[CH:22]=[CH:21][CH:20]=[CH:19][C:16]=1[CH:17]([OH:18])[C:2]1[CH:7]=[CH:6][C:5]([Cl:8])=[CH:4][CH:3]=1. Reactants: C(CCC)[Li] (n-butyllithium), BrC1=CC=C(C=C1)Cl (4-bromochlorobenzene), BrC1=C(C=O)C=CC=C1 (2-bromo-benzaldehyde). The yield is 98.9%. Procedure details: A solution of 23.0 g (120 mmole) of 4-bromochlorobenzene in 150 ml of dry tetrahydrofuran was cooled to -78° C. under nitrogen and 78 ml (120 mmole) of 1.55 M n-butyllithium in hexane was added dropwise at a rate to maintain temperature below -60° C. After stirring an additional 15 minutes, 14.0 ml (120 mmole) of 2-bromo-benzaldehyde was added and the reaction was stirred for 15 minutes. The reaction was quenched at -78° C. with saturated aqueous ammonium chloride and allowed to warm to room tem... Reaction conditions: time 15 minute. Run in CCCCCC (hexane), O1CCCC1 (tetrahydrofuran). The product is BrC1=C(C(C2=CC=C(C=C2)Cl)O)C=CC=C1 (2-bromo-α-(4-chlorophenyl)benzyl alcohol). Starting materials: BrCC1=CC=C(C=C1)C(F)(F)P(OC(C)(C)C)(OC(C)(C)C)=O (Di(tert-butyl) [4-(bromomethyl)phenyl](difluoro)methylphosphonate), C(C)(C)(C)OC(C(OC1=CC=C(CC(C(=O)C2=CC=C(C=C2)F)C2=CC=C(C(=O)OC)C=C2)C=C1)(F)F)=O (methyl 4-[1-{4-[2-(tert-butoxy)-1,1-difluoro-2-oxoethoxy]benzyl}-2-(4-fluorophenyl)-2-oxoethyl]benzoate), CC(C)([O-])C.[K+] (potassium tert-butoxide), C1COCCOCCOCCOCCOCCO1 (18-crown-6). The solvent is C1CCOC1 (THF). Product: C(C)(C)(C)OC(C(OC1=CC=C(CC(C(=O)C2=CC=C(C=C2)F)(CC2=CC=C(C=C2)C(F)(F)P(=O)(OC(C)(C)C)OC(C)(C)C)C2=CC=C(C(=O)OC)C=C2)C=C1)(F)F)=O (methyl 4-[1-{4-[2-(tert-butoxy)-1,1-difluoro-2-oxoethoxy]benzyl}-1-{4-[[di(tert-butoxy)phosphoryl](difluoro)methyl]benzyl}-2-(4-fluorophenyl)-2-oxoethyl]benzoate). Isolated yield 48.8%. Reaction SMILES: [C:1]([O:5][C:6](=[O:38])[C:7]([F:37])([F:36])[O:8][C:9]1[CH:35]=[CH:34][C:12]([CH2:13][CH:14]([C:24]2[CH:33]=[CH:32][C:27]([C:28]([O:30][CH3:31])=[O:29])=[CH:26][CH:25]=2)[C:15]([C:17]2[CH:22]=[CH:21][C:20]([F:23])=[CH:19][CH:18]=2)=[O:16])=[CH:11][CH:10]=1)([CH3:4])([CH3:3])[CH3:2].C1OCCOCCOCCOCCOCCOC1.CC(C)([O-])C.[K+].Br[CH2:64][C:65]1[CH:70]=[CH:69][C:68]([C:71]([P:74](=[O:85])([O:80][C:81]([CH3:84])([CH3:83])[CH3:82])[O:75][C:76]([CH3:79])([CH3:78])[CH3:77])([F:73])[F:72])=[CH:67][CH:66]=1>C1COCC1>[C:1]([O:5][C:6](=[O:38])[C:7]([F:36])([F:37])[O:8][C:9]1[CH:10]=[CH:11][C:12]([CH2:13][C:14]([C:24]2[CH:25]=[CH:26][C:27]([C:28]([O:30][CH3:31])=[O:29])=[CH:32][CH:33]=2)([CH2:64][C:65]2[CH:70]=[CH:69][C:68]([C:71]([P:74]([O:80][C:81]([CH3:84])([CH3:83])[CH3:82])([O:75][C:76]([CH3:77])([CH3:79])[CH3:78])=[O:85])([F:72])[F:73])=[CH:67][CH:66]=2)[C:15]([C:17]2[CH:22]=[CH:21][C:20]([F:23])=[CH:19][CH:18]=2)=[O:16])=[CH:34][CH:35]=1)([CH3:4])([CH3:2])[CH3:3] |f:2.3|. Procedure details: To a solution of methyl 4-[1-{4-[2-(tert-butoxy)-1,1-difluoro-2-oxoethoxy]benzyl}-2-(4-fluorophenyl)-2-oxoethyl]benzoate (0.176 g, 0.333 mmol)) in degassed THF (1.7 ml), were added at −20° C. 18-crown-6 (0.15 g) and potassium tert-butoxide 1 M in THE (0.379 ml ). Di(tert-butyl) [4-(bromomethyl)phenyl](difluoro)methylphosphonate (0.156 g, 0.378 mmol) was then added and the reaction mixture was allowed to warm to room temperature. The reaction was quenched with saturated ammonium acetate solution ... Reactants: CC1(OC(=C(C1=O)C1=CC=C(C=C1)SC)C1=CC=C(C=C1)S(=O)(=O)C)C (2,2-dimethyl-5-{4-(methylsulfonyl)phenyl}-4-{4-(methylthio)-phenyl}-3(2H)-furanone), OOS(=O)[O-].[K+] (OXONE), ClCCl (dichloromethane). The solvent is CO (methanol). The product is CC1(OC(=C(C1=O)C1=CC=C(C=C1)S(=O)(=O)C)C1=CC=C(C=C1)S(=O)(=O)C)C (2,2-dimethyl-4,5-di{4-(methylsulfonyl)phenyl}-3(2H)-furanone). Reaction SMILES: [CH3:1][C:2]1([CH3:26])[C:6](=[O:7])[C:5]([C:8]2[CH:13]=[CH:12][C:11](SC)=[CH:10][CH:9]=2)=[C:4]([C:16]2[CH:21]=[CH:20][C:19]([S:22]([CH3:25])(=[O:24])=[O:23])=[CH:18][CH:17]=2)[O:3]1.OO[S:29]([O-:31])=[O:30].[K+].Cl[CH2:34]Cl>CO>[CH3:26][C:2]1([CH3:1])[C:6](=[O:7])[C:5]([C:8]2[CH:13]=[CH:12][C:11]([S:29]([CH3:34])(=[O:31])=[O:30])=[CH:10][CH:9]=2)=[C:4]([C:16]2[CH:17]=[CH:18][C:19]([S:22]([CH3:25])(=[O:24])=[O:23])=[CH:20][CH:21]=2)[O:3]1 |f:1.2|. Procedure: 50 mg of 2,2-dimethyl-5-{4-(methylsulfonyl)phenyl}-4-{4-(methylthio)-phenyl}-3(2H)-furanone (Example 72) in 10 ml dichloromethane and 2 ml methanol was stirred with 300 mg of OXONE at room temperature for 4 hours. The insoluble material was filtered off and the filtrate was washed with aqueous sodium bicarbonate. The organic layer was then concentrated under reduced pressure and was purified by column chromatography (ethylacetate) to give 45 mg of 2,2-dimethyl-4,5-di{4-(methylsulfonyl)phenyl}-3(... Reactants: COc1ccc(Br)cc1, C[Si](C)(Cl)CCl, [Mg]. Product: COc1ccc([Si](C)(C)CCl)cc1. RXN SMILES: [Br:1][c:2]1[cH:3][cH:4][c:5]([O:8][CH3:9])[cH:6][cH:7]1.[Cl:11][CH2:12][Si:13]([Cl:14])([CH3:15])[CH3:16].[Mg:10]>>[c:2]1([Si:13]([CH2:12][Cl:11])([CH3:15])[CH3:16])[cH:3][cH:4][c:5]([O:8][CH3:9])[cH:6][cH:7]1. Reactants: C=1(C(=CC(=CC1)NC(=O)OCC)NC(=O)OCC)C (diethyl toluene- 2,4-dicarbamate), CCCCC(CC)COC(=O)C1=CC=CC=C1C(=O)OCC(CC)CCCC (di-2-ethylhexyl phthalate). Run at temperature 250 celsius. Product: CC1=C(C=C(C=C1)N=C=O)N=C=O (toluene-2,4-diisocyanate), dicarbamate. Reaction SMILES: [C:1]1([CH3:19])[C:2]([NH:13][C:14](OCC)=[O:15])=[CH:3][C:4]([NH:7][C:8](OCC)=[O:9])=[CH:5][CH:6]=1.CCCCC(COC(C1C(C(OCC(CCCC)CC)=O)=CC=CC=1)=O)CC>>[CH3:19][C:1]1[CH:6]=[CH:5][C:4]([N:7]=[C:8]=[O:9])=[CH:3][C:2]=1[N:13]=[C:14]=[O:15]. Procedure details: A mixture of 10 g of diethyl toluene- 2,4-dicarbamate and 50 g of di-2-ethylhexyl phthalate was heated in a cylindrical reactor at 250° C. for 1 hour. Nitrogen at 32 liters per hour was passed through a fritted disc at the bottom of the reactor. A yield of toluene-2,4-diisocyanate of 57.6 mol percent together with 28.6 mol percent of the monocarbamate and 2.5 mol percent of unconverted dicarbamate was obtained. This run demonstrated that ester type solvents also can be employed in the process of...